Dataset: the Open Reaction Database (ORD), a public repository of structured organic reaction records. Task: describe an organic reaction: reactants, conditions, products, and yield Reactants: C1NCCC2=CC=CC=C12 (1,2,3,4-tetrahydroisoquinoline), FC=1C=NC=CC1CCCNN1C=C(C2=CC(=CC=C12)O)C (1-[(3-fluoro-4-pyridinyl)propylamino]-3-methyl-1H-indol-5-ol), C(=O)(N1C=NC=C1)N1C=NC=C1 (1,1'-carbonyl diimidazole), C(=O)(O)[O-].[Na+] (NaHCO3), C1NCCC2=CC=CC=C12 (1,2,3,4-tetrahydroisoquinoline). Run in CCOC(=O)C.ClCCl (EtOAc dichloromethane), C(C)(=O)O (acetic acid), O1CCCC1 (tetrahydrofuran), O1CCCC1 (tetrahydrofuran), CCOCC (ether), C(C)(=O)O (acetic acid), CCOC(=O)C.CCCCCC (EtOAc hexane), O1CCCC1 (tetrahydrofuran), C(C)(=O)O (acetic acid). Reaction conditions: time 72 hour. Product: C1N(CCC2=CC=CC=C12)NC(OC=1C=C2C(=CN(C2=CC1)NCCCC1=C(C=NC=C1)F)C)=O (1-[(3-Fluoro-4-pyridinyl)propylamino]-3-methyl-1H-indol-5-yl 1,2,3,4-tetrahydro-2-isoquinolinylcarbamate). RXN SMILES: [F:1][C:2]1[CH:3]=[N:4][CH:5]=[CH:6][C:7]=1[CH2:8][CH2:9][CH2:10][NH:11][N:12]1[C:20]2[C:15](=[CH:16][C:17]([OH:21])=[CH:18][CH:19]=2)[C:14]([CH3:22])=[CH:13]1.[C:23](N1C=CN=C1)([N:25]1C=CN=C1)=[O:24].[CH2:35]1[C:44]2[C:39](=[CH:40][CH:41]=[CH:42][CH:43]=2)[CH2:38][CH2:37][NH:36]1.C([O-])(O)=O.[Na+]>O1CCCC1.C(O)(=O)C.CCOCC.CCOC(C)=O.ClCCl.CCOC(C)=O.CCCCCC>[CH2:35]1[C:44]2[C:39](=[CH:40][CH:41]=[CH:42][CH:43]=2)[CH2:38][CH2:37][N:36]1[NH:25][C:23](=[O:24])[O:21][C:17]1[CH:16]=[C:15]2[C:20](=[CH:19][CH:18]=1)[N:12]([NH:11][CH2:10][CH2:9][CH2:8][C:7]1[CH:6]=[CH:5][N:4]=[CH:3][C:2]=1[F:1])[CH:13]=[C:14]2[CH3:22] |f:3.4,8.9,10.11|. Procedure: To a stirred solution of 1-[(3-fluoro-4-pyridinyl)propylamino]-3-methyl-1H-indol-5-ol (2.51 g) in anhydrous tetrahydrofuran (56 ml) was added 1,1'-carbonyl diimidazole (2.72 g) at room temperature under nitrogen. After 24 hours the reaction appeared complete by TLC (silica gel, 60% EtOAc/hexane) and acetic acid (1.60 ml) was added to the reaction mixture followed by the dropwise addition of a solution of 1,2,3,4-tetrahydroisoquinoline (1.58 ml) in tetrahydrofuran (5.0 ml) and acetic acid (0.75 m... Starting materials: Cl (hydrochloric acid), C1(=CC=CC=C1)C=1C(=CN(C1)CC1=CC=C(C=C1)OCC=1N=C(SC1)C1=NC=CC=C1)CCC(=O)OCC (ethyl 3-[4-phenyl-1-[4-[2-(2-pyridyl)-4-thiazolylmethoxy)benzyl]-3-pyrrolyl]propionate), [OH-].[Na+] (sodium hydroxide), O1CCCC1 (tetrahydrofuran). Run in C(C)O (ethanol). Conditions: time 8 hour. Yields the product C1(=CC=CC=C1)C=1C(=CN(C1)CC1=CC=C(C=C1)OCC=1N=C(SC1)C1=NC=CC=C1)CCC(=O)O (3-[4-phenyl-1-[4-[2-(2-pyridyl)-4-thiazolylmethoxy)benzyl]-3-pyrrolyl]propionic acid). The yield is 91.5%. RXN SMILES: [C:1]1([C:7]2[C:8]([CH2:32][CH2:33][C:34]([O:36]CC)=[O:35])=[CH:9][N:10]([CH2:12][C:13]3[CH:18]=[CH:17][C:16]([O:19][CH2:20][C:21]4[N:22]=[C:23]([C:26]5[CH:31]=[CH:30][CH:29]=[CH:28][N:27]=5)[S:24][CH:25]=4)=[CH:15][CH:14]=3)[CH:11]=2)[CH:6]=[CH:5][CH:4]=[CH:3][CH:2]=1.[OH-].[Na+].O1CCCC1.Cl>C(O)C>[C:1]1([C:7]2[C:8]([CH2:32][CH2:33][C:34]([OH:36])=[O:35])=[CH:9][N:10]([CH2:12][C:13]3[CH:14]=[CH:15][C:16]([O:19][CH2:20][C:21]4[N:22]=[C:23]([C:26]5[CH:31]=[CH:30][CH:29]=[CH:28][N:27]=5)[S:24][CH:25]=4)=[CH:17][CH:18]=3)[CH:11]=2)[CH:6]=[CH:5][CH:4]=[CH:3][CH:2]=1 |f:1.2|. Procedure: A mixture of ethyl 3-[4-phenyl-1-[4-[2-(2-pyridyl)-4-thiazolylmethoxy)benzyl]-3-pyrrolyl]propionate (471 mg), 1N aqueous sodium hydroxide solution (2 ml), tetrahydrofuran (5 ml), and ethanol (5 ml) was stirred at room temperature overnight, and 1N hydrochloric acid (2 ml) was added to the mixture, which was extracted with ethyl acetate. The ethyl acetate layer was washed with saturated aqueous sodium chloride solution, dried (MgSO4), then concentrated. The colorless crystals obtained were collec... Reactants: FC1=C(OC[C@H]2NCCC2)C=CC=C1F (2(S)-(2,3-Difluorophenoxymethyl)pyrrolidine), Cl (HCl). Product: Cl.FC1=C(OC[C@H]2NCCC2)C=CC=C1F (2(S)-(2,3-Difluorophenoxymethyl)pyrrolidine hydrochloride). RXN SMILES: [F:1][C:2]1[C:14]([F:15])=[CH:13][CH:12]=[CH:11][C:3]=1[O:4][CH2:5][C@@H:6]1[CH2:10][CH2:9][CH2:8][NH:7]1.[ClH:16]>>[ClH:16].[F:1][C:2]1[C:14]([F:15])=[CH:13][CH:12]=[CH:11][C:3]=1[O:4][CH2:5][C@@H:6]1[CH2:10][CH2:9][CH2:8][NH:7]1 |f:2.3|. Procedure: A 0.15 g sample of the compound from step 11a above was converted to the HCl salt by the procedure described in Example 1c. MS: 214 (M+H)+, 231 (M+NH4)+. NMR (D2O) δ: 1.89-2.35 (m, 4H), 3.43 (t, 2H, J=7.7 Hz), 4.10-4.18 (m, 1H), 4.27 (dd, 1H, J=8,10.7 Hz), 4.49 (dd, 1H, J=3, 10.7 Hz), 6.94-7.00 (m, 2H), 7.11-7.19 (m, 1H). Anal. Calcd for C11H14ClF2NO: C, 52.91; H, 5.65; N, 5.61; Found: C, 52.96; H, 5.42; N, 5.65. Starting materials: CCOC(=O)c1cnc2c(C(F)(F)F)cccc2c1O, Cc1ccccc1, CCOC(C)=O, [Na+], O=C([O-])O, O=P(Cl)(Cl)Cl. Yields the product CCOC(=O)c1cnc2c(C(F)(F)F)cccc2c1Cl. Reaction SMILES: [CH2:1]([CH3:2])[O:3][C:4](=[O:5])[c:6]1[cH:7][n:8][c:9]2[c:10]([C:17]([F:18])([F:19])[F:20])[cH:11][cH:12][cH:13][c:14]2[c:15]1[OH:16].[CH3:21][c:22]1[cH:23][cH:24][cH:25][cH:26][cH:27]1.[CH3:38][CH2:39][O:40][C:41](=[O:42])[CH3:43].[Na+:37].[O-:33][C:34]([OH:35])=[O:36].[P:28]([Cl:29])([Cl:30])([Cl:31])=[O:32]>>[CH2:1]([CH3:2])[O:3][C:4](=[O:5])[c:6]1[cH:7][n:8][c:9]2[c:10]([C:17]([F:18])([F:19])[F:20])[cH:11][cH:12][cH:13][c:14]2[c:15]1[Cl:30].